This data is from the Open Reaction Database (ORD), a public repository of structured organic reaction records. The task is: describe an organic reaction: reactants, conditions, products, and yield Reactants: C1(=CC=CC=C1)C1=CC=C2CCC(=CC2=C1)C(=O)NC1=CC(=CC=C1)CN1CCCCC1 (7-phenyl-N-[3-(piperidinomethyl)phenyl]-3,4-dihydronaphthalene-2-carboxamide), CI (methyl iodide). Solvent: CN(C)C=O (DMF). Conditions: time 15 hour. Yields the product [I-].C[N+]1(CCCCC1)CC1=CC(=CC=C1)NC(=O)C1=CC2=CC(=CC=C2CC1)C1=CC=CC=C1 (1-methyl-1-[3-(7-phenyl-3,4-dihydronaphthalene-2-carboxamido)benzyl]-piperidinium iodide). RXN SMILES: [C:1]1([C:7]2[CH:16]=[C:15]3[C:10]([CH2:11][CH2:12][C:13]([C:17]([NH:19][C:20]4[CH:25]=[CH:24][CH:23]=[C:22]([CH2:26][N:27]5[CH2:32][CH2:31][CH2:30][CH2:29][CH2:28]5)[CH:21]=4)=[O:18])=[CH:14]3)=[CH:9][CH:8]=2)[CH:6]=[CH:5][CH:4]=[CH:3][CH:2]=1.[CH3:33][I:34]>CN(C=O)C>[I-:34].[CH3:33][N+:27]1([CH2:26][C:22]2[CH:23]=[CH:24][CH:25]=[C:20]([NH:19][C:17]([C:13]3[CH2:12][CH2:11][C:10]4[C:15](=[CH:16][C:7]([C:1]5[CH:6]=[CH:5][CH:4]=[CH:3][CH:2]=5)=[CH:8][CH:9]=4)[CH:14]=3)=[O:18])[CH:21]=2)[CH2:32][CH2:31][CH2:30][CH2:29][CH2:28]1 |f:3.4|. Procedure: In DMF (3 ml) was dissolved 7-phenyl-N-[3-(piperidinomethyl)phenyl]-3,4-dihydronaphthalene-2-carboxamide (200 mg), and to the mixture was added methyl iodide (88 μl). The mixture was stirred at room temperature for 15 hours and concentrated under reduced pressure. The residue was recrystallized from methanol-ethyl acetate to give 1-methyl-1-[3-(7-phenyl-3,4-dihydronaphthalene-2-carboxamido)benzyl]-piperidinium iodide (Compound 218) (211 mg) as colorless crystals. Reactants: [H-].[Na+] (Sodium hydride), O(C1=CC=CC=C1)C=1C=C(CBr)C=CC1 (3-phenoxybenzyl bromide), ice water, C1(=CC=CC=C1)C(CO)C(F)(F)F (2-phenyl-2-trifluoromethylethanol), [I-].[Na+] (sodium iodide). The solvent is C(OC)COC (dimethoxyethane). Yields the product C1(=CC=CC=C1)C(COCC1=CC(=CC=C1)OC1=CC=CC=C1)C(F)(F)F (3-Phenoxybenzyl 2-phenyl-2-trifluoromethylethyl ether). Isolated yield 58.3%. RXN SMILES: [H-].[Na+].[C:3]1([CH:9]([C:12]([F:15])([F:14])[F:13])[CH2:10][OH:11])[CH:8]=[CH:7][CH:6]=[CH:5][CH:4]=1.[I-].[Na+].[O:18]([C:25]1[CH:26]=[C:27]([CH:30]=[CH:31][CH:32]=1)[CH2:28]Br)[C:19]1[CH:24]=[CH:23][CH:22]=[CH:21][CH:20]=1>C(COC)OC>[C:3]1([CH:9]([C:12]([F:13])([F:14])[F:15])[CH2:10][O:11][CH2:28][C:27]2[CH:30]=[CH:31][CH:32]=[C:25]([O:18][C:19]3[CH:24]=[CH:23][CH:22]=[CH:21][CH:20]=3)[CH:26]=2)[CH:4]=[CH:5][CH:6]=[CH:7][CH:8]=1 |f:0.1,3.4|. Procedure: Sodium hydride (138 mg; 5.75 mmol) was suspended in dimethoxyethane (20 ml). There was then added in turn, with stirring, 2-phenyl-2-trifluoromethylethanol (1.0 g; 5.25 mmol), a spatula full of sodium iodide and 3-phenoxybenzyl bromide (1.39 g; 5.25 mmol). After stirring for 4 hours at room temperature, the mixture was added to ice-water, extracted with ether, the extract washed with water, dried over sodium sulphate and concentrated. After chromatogrpahy on silica gel using a mixture of hexane ...